Dataset: the Open Reaction Database (ORD), a public repository of structured organic reaction records. Task: describe an organic reaction: reactants, conditions, products, and yield Starting materials: COC(=O)c1ccc(-c2nnc(CSCC(C)Oc3ccccc3)o2)cc1, [Li+], [OH-]. The product is CC(CSCc1nnc(-c2ccc(C(=O)O)cc2)o1)Oc1ccccc1. As a reaction SMILES: [CH3:1][O:2][C:3]([c:4]1[cH:5][cH:6][c:7](-[c:10]2[o:11][c:12]([CH2:15][S:16][CH2:17][CH:18]([CH3:19])[O:20][c:21]3[cH:22][cH:23][cH:24][cH:25][cH:26]3)[n:13][n:14]2)[cH:8][cH:9]1)=[O:27].[Li+:28].[OH-:29]>>[O:2]=[C:3]([c:4]1[cH:5][cH:6][c:7](-[c:10]2[o:11][c:12]([CH2:15][S:16][CH2:17][CH:18]([CH3:19])[O:20][c:21]3[cH:22][cH:23][cH:24][cH:25][cH:26]3)[n:13][n:14]2)[cH:8][cH:9]1)[OH:27].